From a dataset of the Open Reaction Database (ORD), a public repository of structured organic reaction records. describe an organic reaction: reactants, conditions, products, and yield The reactants are FC1=C(C=O)C=CC(=C1)C(F)(F)F (2-fluoro-4-(trifluoromethyl)benzaldehyde), N1CCCC1 (pyrrolidine). Yields the product N1(CCCC1)C1=C(C=O)C=CC(=C1)C(F)(F)F (2-(pyrrolidin-1-yl)-4-(trifluoromethyl)benzaldehyde). As a reaction SMILES: F[C:2]1[CH:9]=[C:8]([C:10]([F:13])([F:12])[F:11])[CH:7]=[CH:6][C:3]=1[CH:4]=[O:5].[NH:14]1[CH2:18][CH2:17][CH2:16][CH2:15]1>>[N:14]1([C:2]2[CH:9]=[C:8]([C:10]([F:13])([F:12])[F:11])[CH:7]=[CH:6][C:3]=2[CH:4]=[O:5])[CH2:18][CH2:17][CH2:16][CH2:15]1. Procedure details: The title compound was synthesized from 2-fluoro-4-(trifluoromethyl)benzaldehyde and pyrrolidine as described in Example 67, Step 1 (1.6 g, 63%): LCMS (ESI, m/z): 244 [M+H]+. Reactants: FC=1C=C2N=C(C=3N(C2=CC1)C=NN3)O (7-fluoro-4-hydroxy-[1,2,4]triazolo[4,3-a]quinoxaline), ice water, P(=O)(Cl)(Cl)Cl (phosphorus oxychloride), C(CC)N(CCC)CCC (tri-n-propylamine). Reaction conditions: time 30 minute. Yields the product ClC=1C=2N(C3=CC=C(C=C3N1)F)C=NN2 (4-chloro-7-fluoro-[1,2,4]triazolo[4,3-a]quinoxaline). Reaction SMILES: [F:1][C:2]1[CH:3]=[C:4]2[C:9](=[CH:10][CH:11]=1)[N:8]1[CH:12]=[N:13][N:14]=[C:7]1[C:6](O)=[N:5]2.P(Cl)(Cl)([Cl:18])=O.C(N(CCC)CCC)CC>>[Cl:18][C:6]1[C:7]2[N:8]([CH:12]=[N:13][N:14]=2)[C:9]2[C:4]([N:5]=1)=[CH:3][C:2]([F:1])=[CH:11][CH:10]=2. Procedure details: In a flame-dried reaction flask under a dry nitrogen atmosphere, there were placed 8.9 g. (0.044 mole) of 7-fluoro-4-hydroxy-[1,2,4]triazolo[4,3-a]quinoxaline and 160 ml. of phosphorus oxychloride together with 8.9 ml. of tri-n-propylamine. The reaction mixture was then refluxed overnight for approximately 16 hours and finally cooled to room temperature before being poured over ice/water with mechanical stirring. The resulting aqueous mixture was then stirred at room temperature for 30 minutes a... Starting materials: [Br-], O=C(c1ccc(Br)cc1)C(F)(F)F, C[Mg+], CCOCC, Cl. The product is CC(O)(c1ccc(Br)cc1)C(F)(F)F. Reaction SMILES: [Br-:14].[Br:1][c:2]1[cH:3][cH:4][c:5]([C:8]([C:9]([F:10])([F:11])[F:12])=[O:13])[cH:6][cH:7]1.[CH3:15][Mg+:16].[CH3:18][CH2:19][O:20][CH2:21][CH3:22].[ClH:17]>>[Br:1][c:2]1[cH:3][cH:4][c:5]([C:8]([C:9]([F:10])([F:11])[F:12])([OH:13])[CH3:15])[cH:6][cH:7]1. Reactants: CCOP(=O)(OCC)C(C#N)C(C)C, C[Si](C)(C)[N-][Si](C)(C)C, Cc1ccccc1, [K+], O, CC(C)=CCCC(C)=CCCC(C)=CCO. Yields the product CC(C)=CCCC(C)=CCCC(C)=CC=C(C#N)C(C)C. RXN SMILES: [CH2:1]([O:2][P:3]([O:4][CH2:5][CH3:6])(=[O:7])[CH:9]([C:10]#[N:11])[CH:12]([CH3:13])[CH3:14])[CH3:8].[CH3:15][Si:16]([N-:17][Si:18]([CH3:19])([CH3:20])[CH3:21])([CH3:22])[CH3:23].[CH3:42][c:43]1[cH:44][cH:45][cH:46][cH:47][cH:48]1.[K+:24].[OH2:41].[OH:25][CH2:26][CH:27]=[C:28]([CH3:29])[CH2:30][CH2:31][CH:32]=[C:33]([CH3:34])[CH2:35][CH2:36][CH:37]=[C:38]([CH3:39])[CH3:40]>>[C:9]([C:10]#[N:11])([CH:12]([CH3:13])[CH3:14])=[CH:26][CH:27]=[C:28]([CH3:29])[CH2:30][CH2:31][CH:32]=[C:33]([CH3:34])[CH2:35][CH2:36][CH:37]=[C:38]([CH3:39])[CH3:40].